From a dataset of the Open Reaction Database (ORD), a public repository of structured organic reaction records. describe an organic reaction: reactants, conditions, products, and yield Starting materials: COc1ccc(C2COCCO2)c2sc(NC(=O)c3ccnc(Br)c3)nc12, ClC(Cl)Cl, [H-], [Na+], C1COCCO1, CN(C)C=O, OCC1CC1. Yields the product COc1ccc(C2COCCO2)c2sc(NC(=O)c3ccnc(OCC4CC4)c3)nc12. Reaction SMILES: [Br:3][c:4]1[cH:5][c:6]([C:7](=[O:8])[NH:9][c:10]2[s:11][c:12]3[c:13]([n:14]2)[c:15]([O:25][CH3:26])[cH:16][cH:17][c:18]3[CH:19]2[O:20][CH2:21][CH2:22][O:23][CH2:24]2)[cH:27][cH:28][n:29]1.[Cl:35][CH:36]([Cl:37])[Cl:38].[H-:1].[Na+:2].[O:39]1[CH2:40][CH2:41][O:42][CH2:43][CH2:44]1.[O:45]=[CH:46][N:47]([CH3:48])[CH3:49].[OH:30][CH2:31][CH:32]1[CH2:33][CH2:34]1>>[c:4]1([O:30][CH2:31][CH:32]2[CH2:33][CH2:34]2)[cH:5][c:6]([C:7](=[O:8])[NH:9][c:10]2[s:11][c:12]3[c:13]([n:14]2)[c:15]([O:25][CH3:26])[cH:16][cH:17][c:18]3[CH:19]2[O:20][CH2:21][CH2:22][O:23][CH2:24]2)[cH:27][cH:28][n:29]1. The reactants are C(C)OCC (diethyl ether), C(O)([O-])=O.[Na+] (sodium hydrogencarbonate), COC(C)(OC)C1=NC=2N(C=C1)C(=CN2)C=2C=CC(=C(C2)C=2C(=CC=CC2)C#N)F (5′-[7-(1,1-dimethoxyethyl)imidazo[1,2-α]pyrimidin-3-yl]-2′-fluorobiphenyl-2-carbonitrile). The solvent is Cl (hydrochloric acid). Run at temperature 50 celsius, time 15 hour. The product is C(C)(=O)C1=NC=2N(C=C1)C(=CN2)C=2C=CC(=C(C2)C=2C(=CC=CC2)C#N)F (5′-(7-acetylimidazo[1,2-α]pyrimidin-3-yl)-2′-fluorobiphenyl-2-carbonitrile). Isolated yield 76.5%. As a reaction SMILES: C[O:2][C:3]([C:7]1[CH:12]=[CH:11][N:10]2[C:13]([C:16]3[CH:17]=[CH:18][C:19]([F:30])=[C:20]([C:22]4[C:23]([C:28]#[N:29])=[CH:24][CH:25]=[CH:26][CH:27]=4)[CH:21]=3)=[CH:14][N:15]=[C:9]2[N:8]=1)(OC)[CH3:4].C(=O)([O-])O.[Na+].C(OCC)C>Cl>[C:3]([C:7]1[CH:12]=[CH:11][N:10]2[C:13]([C:16]3[CH:17]=[CH:18][C:19]([F:30])=[C:20]([C:22]4[C:23]([C:28]#[N:29])=[CH:24][CH:25]=[CH:26][CH:27]=4)[CH:21]=3)=[CH:14][N:15]=[C:9]2[N:8]=1)(=[O:2])[CH3:4] |f:1.2|. Procedure details: A suspension of crude 5′-[7-(1,1-dimethoxyethyl)imidazo[1,2-α]pyrimidin-3-yl]-2′-fluorobiphenyl-2-carbonitrile (1.21 g) in 2.5N hydrochloric acid (40 ml) was stirred at 50° C. for 15 h. After cooling to ambient temperature the mixture was made neutral with solid sodium hydrogencarbonate, added portionwise over 15 min. The aqueous was extracted with 2% methanol in dichloromethane (2×75 ml), the organics combined, dried over anhydrous magnesium sulfate, filtered and pre-adsorbed onto silica. Purif... Reactants: C(C1=CC=CC=C1)OC1=CC(=C2C=C(NC2=C1)C(=O)NC1CCCCC1)C (6-(benzyloxy)-N-cyclohexyl-4-methyl-1H-indole-2-carboxamide). Reagents/catalysts: [Pd] (Pd—C). Solvent: C(C)O (ethanol). Reaction conditions: time 6 hour. Yields the product C1(CCCCC1)NC(=O)C=1NC2=CC(=CC(=C2C1)C)O (N-cyclohexyl-6-hydroxy-4-methyl-1H-indole-2-carboxamide). Isolated yield 106.4%. As a reaction SMILES: C([O:8][C:9]1[CH:17]=[C:16]2[C:12]([CH:13]=[C:14]([C:18]([NH:20][CH:21]3[CH2:26][CH2:25][CH2:24][CH2:23][CH2:22]3)=[O:19])[NH:15]2)=[C:11]([CH3:27])[CH:10]=1)C1C=CC=CC=1>C(O)C.[Pd]>[CH:21]1([NH:20][C:18]([C:14]2[NH:15][C:16]3[C:12]([CH:13]=2)=[C:11]([CH3:27])[CH:10]=[C:9]([OH:8])[CH:17]=3)=[O:19])[CH2:22][CH2:23][CH2:24][CH2:25][CH2:26]1. Procedure details: To a solution of 6-(benzyloxy)-N-cyclohexyl-4-methyl-1H-indole-2-carboxamide (I-9A-a: 1.5 g, 4.14 mmol) in ethanol (30 mL) was added 10% Pd—C (300 mg) and the mixture placed in a Parr hydrogenator (50 psi) at room temperature for 6 h. The reaction mixture was filtered through celite pad and washed with ethanol (30 mL), concentrated under reduced pressure to afford 1.2 g (90%) of N-cyclohexyl-6-hydroxy-4-methyl-1H-indole-2-carboxamide (I-9A-b) as an off-white solid. The reactants are NC1=CC2=C(C(=NO2)CCC2CCN(CC2)CC2=CC=CC=C2)C=C1 (6-amino-3-[2-[1-(phenylmethyl)-4-piperidinyl]ethyl]-1,2-benzisoxazole), NC1=CC2=C(C(=NO2)CCC2CCN(CC2)CC2=CC=CC=C2)C=C1 (6-amino-3-[2-[1-(phenylmethyl)-4-piperidinyl]ethyl]-1,2-benzisoxazole), C(CBr)OCCBr (β,β'-dibromodiethyl ether), C(C)(C)N(CC)C(C)C (diisopropylethyl amine). The solvent is C1(=CC=CC=C1)C (toluene), CCOC(=O)C (EtOAc). Reaction conditions: temperature 120 celsius. The product is CC1=NOC2=C1C=CC(=C2)N2CCOCC2 (3-Methyl-6-(4-morpholinyl)-1,2-benzisoxazole). Yield: 147.5%. RXN SMILES: [NH2:1][C:2]1[CH:25]=[CH:24][C:5]2[C:6]([CH2:9]CC3CCN(CC4C=CC=CC=4)CC3)=[N:7][O:8][C:4]=2[CH:3]=1.[CH2:26]([O:29][CH2:30][CH2:31]Br)[CH2:27]Br.C(N(C(C)C)CC)(C)C>C1(C)C=CC=CC=1.CCOC(C)=O>[CH3:9][C:6]1[C:5]2[CH:24]=[CH:25][C:2]([N:1]3[CH2:31][CH2:30][O:29][CH2:26][CH2:27]3)=[CH:3][C:4]=2[O:8][N:7]=1. Procedure details: A mixture of 6-amino-3-[2-[1-(phenylmethyl)-4-piperidinyl]ethyl]-1,2-benzisoxazole (0.230 g, 1.55 mmol), β,β'-dibromodiethyl ether (0.397 g, 1.71 mmol), and diisopropylethyl amine (Hunig's base, 0.648 mL, 3.72 mmol) in toluene (2.5 mL) was heated at 120° C. for 15 hours. The cooled reaction mixture was diluted with EtOAc and washed with water and brine and dried (MgSO4), filtered, and concentrated. Two additional separate reactions using 6-amino-3-[2-[1-(phenylmethyl)-4-piperidinyl]ethyl]-1,2-be... Reactants: NC1=CC=C(C(=O)OCC)C=C1 (ethyl p-aminobenzoate), C(CCCCC)NC1=CC=2C(CCC(C2C=C1)(C)C)(C)C (hexyl-(5,5,8,8-tetramethyl-5,6,7,8-tetrahydro-naphthalen-2-yl)-amine), C(=O)(Cl)Cl (phosgene). The solvent is C1(=CC=CC=C1)C (toluene), C1(=CC=CC=C1)C (toluene). Conditions: time 9 hour. Product: C(CCCCC)N(C(NC1=CC=C(C(=O)OCC)C=C1)=O)C1=CC=2C(CCC(C2C=C1)(C)C)(C)C (ethyl 4-[3-hexyl-3-(5,5,8,8-tetramethyl-5,6,7,8-tetrahydro-naphthalen-2-yl)-ureido]-benzoate). Isolated yield 28.0%. RXN SMILES: [CH2:1]([NH:7][C:8]1[CH:17]=[CH:16][C:15]2[C:14]([CH3:19])([CH3:18])[CH2:13][CH2:12][C:11]([CH3:21])([CH3:20])[C:10]=2[CH:9]=1)[CH2:2][CH2:3][CH2:4][CH2:5][CH3:6].[C:22](Cl)(Cl)=[O:23].[NH2:26][C:27]1[CH:37]=[CH:36][C:30]([C:31]([O:33][CH2:34][CH3:35])=[O:32])=[CH:29][CH:28]=1>C1(C)C=CC=CC=1>[CH2:1]([N:7]([C:8]1[CH:17]=[CH:16][C:15]2[C:14]([CH3:19])([CH3:18])[CH2:13][CH2:12][C:11]([CH3:20])([CH3:21])[C:10]=2[CH:9]=1)[C:22](=[O:23])[NH:26][C:27]1[CH:28]=[CH:29][C:30]([C:31]([O:33][CH2:34][CH3:35])=[O:32])=[CH:36][CH:37]=1)[CH2:2][CH2:3][CH2:4][CH2:5][CH3:6]. Procedure details: A solution of hexyl-(5,5,8,8-tetramethyl-5,6,7,8-tetrahydro-naphthalen-2-yl)-amine (17) (635 mg, 2.21 mmole) in 10 mL toluene was treated with 1.0 mL of a 20% phosgene solution in toluene, stirred at room temperature for nine hours and then concentrated in vacuo. The residue was diluted with 15 mL of pyridine and treated with 730 mg of ethyl p-aminobenzoate (2 eq.). The reaction mixture was heated to 40° C. for 15 hours and concentrated in vacuo to provide a orange oil. The product was purified ... Starting materials: C(CC)(=O)C1=CC=CC=C1 (propiophenone), C([O-])([O-])=O.[Na+].[Na+] (sodium carbonate). The reagents and catalysts are CC1=CC=C(C=C1)C(C)C.CC1=CC=C(C=C1)C(C)C.Cl[Ru]Cl.Cl[Ru]Cl (Dichloro(p-cymene)ruthenium(II) dimer). Solvent: C(C)(C)O (i-propanol), C(C)(C)O (i-propanol), C(C)(C)O (i-propanol). Reaction conditions: temperature 85 celsius, time 1 hour. Yields the product C1(=CC=CC=C1)C(CC)O (1-phenylpropanol). RXN SMILES: [C:1]([C:5]1[CH:10]=[CH:9][CH:8]=[CH:7][CH:6]=1)(=[O:4])[CH2:2][CH3:3].C(=O)([O-])[O-].[Na+].[Na+]>C(O)(C)C.CC1C=CC(C(C)C)=CC=1.CC1C=CC(C(C)C)=CC=1.Cl[Ru]Cl.Cl[Ru]Cl>[C:5]1([CH:1]([OH:4])[CH2:2][CH3:3])[CH:10]=[CH:9][CH:8]=[CH:7][CH:6]=1 |f:1.2.3,5.6.7.8|. Reported procedure: Dichloro(p-cymene)ruthenium(II) dimer (1.2 mg, 2 μmol, 0.5 mol %) and a chiral ligand (M=Ru, R=i-Pr, Ar=C6H5—, 2.6 μmol, 0.65 mol %) were dissolved in i-propanol (3 mL) under nitrogen atmosphere, and then heated and stirred for 1 h at 85° C. After the mixture was cooled to room temperature, propiophenone (0.4 mmol), i-propanol (2 mL) and a solution of sodium carbonate in i-propanol (0.4 mL, 0.2 M) were added thereto. Thereafter, the reaction system was placed in an autoclave, and stirred for 24 ...